The task is: describe an organic reaction: reactants, conditions, products, and yield. This data is from the Open Reaction Database (ORD), a public repository of structured organic reaction records. Reactants: CC[O-], CCO, CS(=O)(=O)c1nc2c(c(Nc3ccc(C(F)(F)F)cc3)n1)CCN(c1ncccc1S(C)(=O)=O)C2, [Na+], C1COCCO1. The product is CCOc1nc2c(c(Nc3ccc(C(F)(F)F)cc3)n1)CCN(c1ncccc1S(C)(=O)=O)C2. As a reaction SMILES: [CH3:37][CH2:38][O-:39].[CH3:46][CH2:47][OH:48].[F:1][C:2]([c:3]1[cH:4][cH:5][c:6]([NH:9][c:10]2[c:11]3[c:12]([n:13][c:14]([S:16]([CH3:17])(=[O:18])=[O:19])[n:15]2)[CH2:20][N:21]([c:24]2[n:25][cH:26][cH:27][cH:28][c:29]2[S:30](=[O:31])(=[O:32])[CH3:33])[CH2:22][CH2:23]3)[cH:7][cH:8]1)([F:34])[F:35].[Na+:36].[O:40]1[CH2:41][CH2:42][O:43][CH2:44][CH2:45]1>>[F:1][C:2]([c:3]1[cH:4][cH:5][c:6]([NH:9][c:10]2[c:11]3[c:12]([n:13][c:14]([O:39][CH2:38][CH3:37])[n:15]2)[CH2:20][N:21]([c:24]2[n:25][cH:26][cH:27][cH:28][c:29]2[S:30](=[O:31])(=[O:32])[CH3:33])[CH2:22][CH2:23]3)[cH:7][cH:8]1)([F:34])[F:35]. Starting materials: C(C=C)C=1C(=C2C=C(C(NC2=C(C1)C)=O)C)O (6-allyl-5-hydroxy-3,8-dimethylcarbostyril), BrN1C(CCC1=O)=O (N-bromsuccinimide). Solvent: C(Cl)(Cl)Cl (chloroform). Conditions: temperature 75 celsius, time 25 minute. Product: BrCC1CC=2C(=C3C=C(C(NC3=C(C2)C)=O)C)O1 (2-Bromomethyl-5,8-dimethyl-2,3,6,7-tetrahydrofuro[2,3-f]quinoline-7-one). Isolated yield 65.4%. Reaction SMILES: [CH2:1]([C:4]1[C:5]([OH:17])=[C:6]2[C:11](=[C:12]([CH3:14])[CH:13]=1)[NH:10][C:9](=[O:15])[C:8]([CH3:16])=[CH:7]2)[CH:2]=[CH2:3].[Br:18]N1C(=O)CCC1=O>C(Cl)(Cl)Cl>[Br:18][CH2:3][CH:2]1[O:17][C:5]2=[C:6]3[C:11](=[C:12]([CH3:14])[CH:13]=[C:4]2[CH2:1]1)[NH:10][C:9](=[O:15])[C:8]([CH3:16])=[CH:7]3. Procedure: To 6-allyl-5-hydroxy-3,8-dimethylcarbostyril (3.86 g, 16.68 mmol), N-bromsuccinimide (3.0 g, 16.68 mmol) and chloroform (140 ml) were added, and stirred for 25 minutes in a bath at 75° C. After cooling, the mixture was washed with water, dried, and condensed. The resultant residue was subjected to recrystallization (chloroform-methanol-ether) to obtain 3.36 g of the title compound as pale yellow prisms (64.7%). Starting materials: [OH-].[Na+] (sodium hydroxide), C12CN(CC(CC1)O2)C2=C1C(=NC(=N2)C2=CC=C(C=C2)NC(NC2=CC=C(C(=O)OC)C=C2)=O)N(N=C1)C(COC)COC (methyl 4-(3-(4-(4-(8-oxa-3-azabicyclo[3.2.1]octan-3-yl)-1-(1,3-dimethoxypropan-2-yl)-1H-pyrazolo[3,4-d]pyrimidin-6-yl)phenyl)ureido)benzoate), Cl (hydrochloric acid). Solvent: O1CCCC1.CO.O (tetrahydrofuran methanol water). Conditions: temperature 60 celsius. Product: C12CN(CC(CC1)O2)C2=C1C(=NC(=N2)C2=CC=C(C=C2)NC(NC2=CC=C(C(=O)O)C=C2)=O)N(N=C1)C(COC)COC (4-(3-(4-(4-(8-oxa-3-azabicyclo[3.2.1]octan-3-yl)-1-(1,3-dimethoxypropan-2-yl)-1H-pyrazolo[3,4-d]pyrimidin-6-yl)phenyl)ureido)benzoic acid). Reaction SMILES: [CH:1]12[O:8][CH:5]([CH2:6][CH2:7]1)[CH2:4][N:3]([C:9]1[N:14]=[C:13]([C:15]3[CH:20]=[CH:19][C:18]([NH:21][C:22](=[O:34])[NH:23][C:24]4[CH:33]=[CH:32][C:27]([C:28]([O:30]C)=[O:29])=[CH:26][CH:25]=4)=[CH:17][CH:16]=3)[N:12]=[C:11]3[N:35]([CH:38]([CH2:42][O:43][CH3:44])[CH2:39][O:40][CH3:41])[N:36]=[CH:37][C:10]=13)[CH2:2]2.[OH-].[Na+].Cl>O1CCCC1.CO.O>[CH:5]12[O:8][CH:1]([CH2:7][CH2:6]1)[CH2:2][N:3]([C:9]1[N:14]=[C:13]([C:15]3[CH:20]=[CH:19][C:18]([NH:21][C:22](=[O:34])[NH:23][C:24]4[CH:33]=[CH:32][C:27]([C:28]([OH:30])=[O:29])=[CH:26][CH:25]=4)=[CH:17][CH:16]=3)[N:12]=[C:11]3[N:35]([CH:38]([CH2:42][O:43][CH3:44])[CH2:39][O:40][CH3:41])[N:36]=[CH:37][C:10]=13)[CH2:4]2 |f:1.2,4.5.6|. Procedure: A suspension of methyl 4-(3-(4-(4-(8-oxa-3-azabicyclo[3.2.1]octan-3-yl)-1-(1,3-dimethoxypropan-2-yl)-1H-pyrazolo[3,4-d]pyrimidin-6-yl)phenyl)ureido)benzoate (25 mg) in tetrahydrofuran/methanol/water (2:2:1, 20 mL) was treated with two pellets of sodium hydroxide. The mixture was heated overnight at 60° C. and then acidified with concentrated hydrochloric acid to precipitate a fine solid, which, after collection via Buchner filtration, washing with water, and drying under house vacuum, provided 4... Starting materials: N([C@H](CC1=CNC2=CC=CC=C12)C(=O)N[C@@H](CC(C)C)C(=O)N[C@@H](CCSC)C(=O)N)C(=O)OC(C)(C)C (BocDTrp-Leu-MetNH2), FC(C(=O)O)(F)F (trifluoroacetic acid), CSC (dimethylsulfide). Run in C(C)(S)S (ethanedithiol). Run at temperature 0 celsius. The product is N[C@H](CC1=CNC2=CC=CC=C12)C(=O)N[C@@H](CC(C)C)C(=O)N[C@@H](CCSC)C(=O)N.CC(=O)O (HDTrp-Leu-MetNH2 acetate). Yield: 60.0%. Reaction SMILES: [NH:1](C(OC(C)(C)C)=O)[C@@H:2]([C:13]([NH:15][C@H:16]([C:21]([NH:23][C@H:24]([C:29]([NH2:31])=[O:30])[CH2:25][CH2:26][S:27][CH3:28])=[O:22])[CH2:17][CH:18]([CH3:20])[CH3:19])=[O:14])[CH2:3][C:4]1[C:12]2[C:7](=[CH:8][CH:9]=[CH:10][CH:11]=2)[NH:6][CH:5]=1.F[C:40](F)(F)[C:41]([OH:43])=[O:42].CSC>C(S)(S)C>[NH2:1][C@@H:2]([C:13]([NH:15][C@H:16]([C:21]([NH:23][C@H:24]([C:29]([NH2:31])=[O:30])[CH2:25][CH2:26][S:27][CH3:28])=[O:22])[CH2:17][CH:18]([CH3:20])[CH3:19])=[O:14])[CH2:3][C:4]1[C:12]2[C:7](=[CH:8][CH:9]=[CH:10][CH:11]=2)[NH:6][CH:5]=1.[CH3:40][C:41]([OH:43])=[O:42] |f:4.5|. Procedure details: BocDTrp-Leu-MetNH2 (47.5 mmole) was added to a solution of trifluoroacetic acid (230 ml.), dimethylsulfide (260 ml.) and ethanedithiol (20 ml.) with cooling to 0° C. The mixture was allowed to warm to room temperature during one and one half hours, then stripped of volatiles. Attempted crystallization of the residue from ethyl acetate-hexane was unsuccessful, and the mixture was stripped again. The residue was dissolved in methanol-ether. Removal of a small amount (about 300 mg.) of solid and ad... Reactants: [N+](=O)([O-])C1=C(C=CC=C1)OC([C@H](NC(=O)OC(C)(C)C)CCCNC(=O)OCC1=CC=CC=C1)=O (Nα -Boc-Nδ -Cbz-(R)-ornithine o-nitrophenyl ester), C1=CC=C(C=C1)[C@H](CO)N ((R)-(-)-phenylglycinol). Solvent: C(Cl)Cl (CH2Cl2). Product: C(=O)(OC(C)(C)C)N[C@H](CCCNC(=O)OCC1=CC=CC=C1)C(=O)N[C@@H](CO)C1=CC=CC=C1 ((R)-N2 -(Boc)-N5 -(Cbz)-(R)-N-(2-Hydroxy-1-phenylethyl)ornithine amide). Isolated yield 69.8%. Reaction SMILES: [N+](C1C=CC=CC=1O[C:11](=[O:35])[C@@H:12]([CH2:21][CH2:22][CH2:23][NH:24][C:25]([O:27][CH2:28][C:29]1[CH:34]=[CH:33][CH:32]=[CH:31][CH:30]=1)=[O:26])[NH:13][C:14]([O:16][C:17]([CH3:20])([CH3:19])[CH3:18])=[O:15])([O-])=O.[CH:36]1[CH:41]=[CH:40][C:39]([C@@H:42]([NH2:45])[CH2:43][OH:44])=[CH:38][CH:37]=1>C(Cl)Cl>[C:14]([NH:13][C@@H:12]([C:11]([NH:45][C@H:42]([C:39]1[CH:40]=[CH:41][CH:36]=[CH:37][CH:38]=1)[CH2:43][OH:44])=[O:35])[CH2:21][CH2:22][CH2:23][NH:24][C:25]([O:27][CH2:28][C:29]1[CH:30]=[CH:31][CH:32]=[CH:33][CH:34]=1)=[O:26])([O:16][C:17]([CH3:18])([CH3:19])[CH3:20])=[O:15]. Procedure: Prepared according to the method described in Example 4(b) above from Nα -Boc-Nδ -Cbz-(R)-ornithine o-nitrophenyl ester (5.0 g; 11.5 mmol; see Example 4(a) above), (R)-(-)-phenylglycinol (1.58 g; 11.5 mmol) and 160 mL of CH2Cl2, yielding 3.9 g of the sub-title compound as a white solid. Reactants: CC(C)(C)OC(=O)NC1CCN(c2ccc(C(=O)N3CCCCC3)cn2)CC1, ClCCl, O=C(O)C(F)(F)F. Yields the product NC1CCN(c2ccc(C(=O)N3CCCCC3)cn2)CC1. Reaction SMILES: [C:1]([O:2][C:3](=[O:4])[NH:8][CH:9]1[CH2:10][CH2:11][N:12]([c:15]2[n:16][cH:17][c:18]([C:21](=[O:22])[N:23]3[CH2:24][CH2:25][CH2:26][CH2:27][CH2:28]3)[cH:19][cH:20]2)[CH2:13][CH2:14]1)([CH3:5])([CH3:6])[CH3:7].[Cl:36][CH2:37][Cl:38].[OH:29][C:30]([C:31]([F:32])([F:33])[F:34])=[O:35]>>[NH2:8][CH:9]1[CH2:10][CH2:11][N:12]([c:15]2[n:16][cH:17][c:18]([C:21](=[O:22])[N:23]3[CH2:24][CH2:25][CH2:26][CH2:27][CH2:28]3)[cH:19][cH:20]2)[CH2:13][CH2:14]1. Starting materials: OC1=CC=C(C(=O)CCCNC2=C(C=CC(=C2)OC)C2CC=3C=CC(=CC3CC2)OC(C(C)(C)C)=O)C=C1 (pivalic acid 6-{2-[(4-hydroxybenzoyl)propylamino]-4-methoxyphenyl}-5,6,7,8-tetrahydronaphthalen-2-yl ester), ClCC(=O)N(CCOC)CCOC (2-chloro-N,N-bis(2-methoxyethyl)acetamide). Yields the product COCCN(CCOC1=CC=C(CCCCNC2=C(C=CC(=C2)OC)C2CC=3C=CC(=CC3CC2)O)C=C1)CCOC (6-{2-{{4-{2-[Bis(2-methoxyethyl)amino]ethoxy}benzyl}propylamino}-4methoxyphenyl}-5,6,7,8-tetrahydronaphthalen-2-ol). The yield is 15.8%. RXN SMILES: [OH:1][C:2]1[CH:38]=[CH:37][C:5]([C:6]([CH2:8][CH2:9][CH2:10][NH:11][C:12]2[CH:17]=[C:16]([O:18][CH3:19])[CH:15]=[CH:14][C:13]=2[CH:20]2[CH2:29][CH2:28][C:27]3[CH:26]=[C:25]([O:30]C(=O)C(C)(C)C)[CH:24]=[CH:23][C:22]=3[CH2:21]2)=O)=[CH:4][CH:3]=1.Cl[CH2:40][C:41]([N:43]([CH2:48][CH2:49][O:50][CH3:51])[CH2:44][CH2:45][O:46][CH3:47])=O>>[CH3:47][O:46][CH2:45][CH2:44][N:43]([CH2:48][CH2:49][O:50][CH3:51])[CH2:41][CH2:40][O:1][C:2]1[CH:38]=[CH:37][C:5]([CH2:6][CH2:8][CH2:9][CH2:10][NH:11][C:12]2[CH:17]=[C:16]([O:18][CH3:19])[CH:15]=[CH:14][C:13]=2[CH:20]2[CH2:29][CH2:28][C:27]3[CH:26]=[C:25]([OH:30])[CH:24]=[CH:23][C:22]=3[CH2:21]2)=[CH:4][CH:3]=1. Procedure: Synthesized from pivalic acid 6-{2-[(4-hydroxybenzoyl)propylamino]-4-methoxyphenyl}-5,6,7,8-tetrahydronaphthalen-2-yl ester (21 mg) and 2-chloro-N,N-bis(2-methoxyethyl)acetamide (17 mg) according to an analogous synthetic method to Example 404 and purified by LC-MS, the title compound (3.7 mg) was obtained.